Dataset: the Open Reaction Database (ORD), a public repository of structured organic reaction records. Task: describe an organic reaction: reactants, conditions, products, and yield The reactants are C(C1=CC=CC=C1)N1C[C@H](N(CC1)C(C1=CC(=CC(=C1)C(F)(F)F)C(F)(F)F)=O)CC1=CC(=C(C=C1)C)OCOCCOC ((2R)-4-benzyl-1-[3,5-bis(trifluoromethyl)-benzoyl]-2-[3-[(2-methoxyethoxy)methoxy]-4-methylbenzyl]-piperazine). The reagents and catalysts are [OH-].[Pd+2].[OH-].[C] (palladium hydroxide carbon). Run in CO (methanol). Product: FC(C=1C=C(C(=O)N2[C@@H](CNCC2)CC2=CC(=C(C=C2)C)OCOCCOC)C=C(C1)C(F)(F)F)(F)F ((2R)-1-[3,5-bis(trifluoromethyl)benzoyl]-2-[3-[(2-methoxyethoxy)methoxy]-4-methylbenzyl]piperazine). Yield: 98.4%. As a reaction SMILES: C([N:8]1[CH2:13][CH2:12][N:11]([C:14](=[O:29])[C:15]2[CH:20]=[C:19]([C:21]([F:24])([F:23])[F:22])[CH:18]=[C:17]([C:25]([F:28])([F:27])[F:26])[CH:16]=2)[C@H:10]([CH2:30][C:31]2[CH:36]=[CH:35][C:34]([CH3:37])=[C:33]([O:38][CH2:39][O:40][CH2:41][CH2:42][O:43][CH3:44])[CH:32]=2)[CH2:9]1)C1C=CC=CC=1>CO.[OH-].[Pd+2].[OH-].[C]>[F:28][C:25]([F:26])([F:27])[C:17]1[CH:16]=[C:15]([CH:20]=[C:19]([C:21]([F:22])([F:23])[F:24])[CH:18]=1)[C:14]([N:11]1[CH2:12][CH2:13][NH:8][CH2:9][C@H:10]1[CH2:30][C:31]1[CH:36]=[CH:35][C:34]([CH3:37])=[C:33]([O:38][CH2:39][O:40][CH2:41][CH2:42][O:43][CH3:44])[CH:32]=1)=[O:29] |f:2.3.4.5|. Procedure: A mixture of (2R)-4-benzyl-1-[3,5-bis(trifluoromethyl)-benzoyl]-2-[3-[(2-methoxyethoxy)methoxy]-4-methylbenzyl]-piperazine (0.38 g) in methanol (6 ml) was hydrogenated over 20% palladium hydroxide-carbon (0.06 g) at room temperature under atmospheric pressure for 8 hours. After removal of the catalyst by filtration through Celite®, the filtrate was concentrated under reduced pressure. The residue was purified by column chromatography on silica gel using mixed solvents of dichloromethane and meth... Starting materials: COC=1C=CC=2N(C3=CC=CC=C3C2C1)C1=CC=CC=C1 (3-methoxy-9-phenylcarbazole), C1=CC=CC=2C3=CC=CC=C3NC12 (Carbazole). The product is OC=1C=CC=2N(C3=CC=CC=C3C2C1)C1=CC=CC=C1 (3-hydroxy-9-phenylcarbazole). The yield is 91.8%. Reaction SMILES: C[O:2][C:3]1[CH:4]=[CH:5][C:6]2[N:7]([C:16]3[CH:21]=[CH:20][CH:19]=[CH:18][CH:17]=3)[C:8]3[C:13]([C:14]=2[CH:15]=1)=[CH:12][CH:11]=[CH:10][CH:9]=3.C1C2NC3C(=CC=CC=3)C=2C=CC=1>>[OH:2][C:3]1[CH:4]=[CH:5][C:6]2[N:7]([C:16]3[CH:21]=[CH:20][CH:19]=[CH:18][CH:17]=3)[C:8]3[C:13]([C:14]=2[CH:15]=1)=[CH:12][CH:11]=[CH:10][CH:9]=3. Procedure: Demethylate 3-methoxy-9-phenylcarbazole (E-4) in the same manner as in Synthesis of Carbazole Derivative 1 to obtain 3-hydroxy-9-phenylcarbazole (E-5) having a colorless needle-like form with a yield of 91.8%; etherify the thus obtained 3-hydroxy-9-phenylcarbazole having a colorless needle-like form with 8-bromooctanol in the same manner as in Synthesis of Carbazole Derivative 2 to obtain 3-(8-hydroxyoctyloxy)-9-phenyl carbazole (E-6) having a colorless needle-like form with a yield of 84.3%; to... Starting materials: C1CCOC1, CC(C)(C)[O-], [H][H], [K+], [OH-], [OH-], [Pd+2], O=C1NC(=O)C(c2cn3c4c(cccc24)CCC3)=C1c1c[nH]c2ccccc12. Yields the product O=C1NC(=O)C(c2cn3c4c(cccc24)CCC3)C1c1c[nH]c2ccccc12. As a reaction SMILES: [CH2:40]1[O:41][CH2:42][CH2:43][CH2:44]1.[CH3:31][C:32]([CH3:33])([O-:34])[CH3:35].[H:1][H:2].[K+:36].[OH-:37].[OH-:39].[Pd+2:38].[c:3]1([C:15]2=[C:19]([c:20]3[cH:21][nH:22][c:23]4[cH:24][cH:25][cH:26][cH:27][c:28]34)[C:18](=[O:29])[NH:17][C:16]2=[O:30])[cH:4][n:5]2[c:14]3[c:9]([cH:10][cH:11][cH:12][c:13]13)[CH2:8][CH2:7][CH2:6]2>>[c:3]1([CH:15]2[C:16](=[O:30])[NH:17][C:18](=[O:29])[CH:19]2[c:20]2[cH:21][nH:22][c:23]3[cH:24][cH:25][cH:26][cH:27][c:28]23)[cH:4][n:5]2[c:14]3[c:9]([cH:10][cH:11][cH:12][c:13]13)[CH2:8][CH2:7][CH2:6]2.